From a dataset of the Open Reaction Database (ORD), a public repository of structured organic reaction records. describe an organic reaction: reactants, conditions, products, and yield Reactants: ClC=1C=CC2=C(C=3SC(=CC3CCO2)C=2N(N=CN2)C2=C(C=C(C=C2)F)F)N1 (9-Chloro-2-[2-(2,4-difluoro-phenyl)-2H-[1,2,4]triazol-3-yl]-4,5-dihydro-6-oxa-1-thia-10-aza-benzo[e]azulene), C(CC#C)O (but-3-yn-1-ol). Yields the product FC1=C(C=CC(=C1)F)N1N=CN=C1C1=CC=2CCOC3=C(C2S1)N=C(C=C3)C#CCCO (4-{2-[2-(2,4-Difluoro-phenyl)-2H-[1,2,4]triazol-3-yl]-4,5-dihydro-6-oxa-1-thia-10-aza-benzo[e]azulen-9-yl}-but-3-yn-1-ol). Yield: 81.0%. RXN SMILES: Cl[C:2]1[CH:3]=[CH:4][C:5]2[O:14][CH2:13][CH2:12][C:11]3[CH:10]=[C:9]([C:15]4[N:16]([C:20]5[CH:25]=[CH:24][C:23]([F:26])=[CH:22][C:21]=5[F:27])[N:17]=[CH:18][N:19]=4)[S:8][C:7]=3[C:6]=2[N:28]=1.[CH2:29]([OH:33])[CH2:30][C:31]#[CH:32]>>[F:27][C:21]1[CH:22]=[C:23]([F:26])[CH:24]=[CH:25][C:20]=1[N:16]1[C:15]([C:9]2[S:8][C:7]3[C:6]4[N:28]=[C:2]([C:32]#[C:31][CH2:30][CH2:29][OH:33])[CH:3]=[CH:4][C:5]=4[O:14][CH2:13][CH2:12][C:11]=3[CH:10]=2)=[N:19][CH:18]=[N:17]1. Reported procedure: Following the procedures for 246, 9-Chloro-2-[2-(2,4-difluoro-phenyl)-2H-[1,2,4]triazol-3-yl]-4,5-dihydro-6-oxa-1-thia-10-aza-benzo[e]azulene and but-3-yn-1-ol were reacted under palladium catalysis to give 4-{2-[2-(2,4-Difluoro-phenyl)-2H-[1,2,4]triazol-3-yl]-4,5-dihydro-6-oxa-1-thia-10-aza-benzo[e]azulen-9-yl}-but-3-yn-1-ol (Yield: 81%. 1H NMR (DMSO-d6, 400 MHz): δ8.31 (s, 1H), 7.94-7.88 (m, 1H), 7.74-7.68 (m, 1H), 7.43-7.38 (m, 2H), 7.31 (d, J=8.4 Hz, 1H), 6.92 (s, 1H), 4.95 (s, 1H), 4.31 (t,... The product is NC1=C(N=C(S1)C1=C(C=CC(=C1)F)F)C(=O)NC=1C=NN(C1N1CCNCC(C1)(F)F)C (5-Amino-N-(5-(6,6-difluoro-1,4-diazepan-1-yl)-1-methyl-1H-pyrazol-4-yl)-2-(2,5-difluorophenyl)thiazole-4-carboxamide). Procedure details: Following the procedure for Example 105, reacting tert-butyl 4-(4-(2-bromo-5-(tert-butoxycarbonylamino)thiazole-4-carboxamido)-1-methyl-1H-pyrazol-5-yl)-6,6-difluoro-1,4-diazepane-1-carboxylate and 2,5-difluorophenylboronic acid gave 106 as a beige solid (57 mg, 28% over two steps). 1H NMR (400 MHz, CDCl3) δ 8.90 (s, 1H), 7.88-7.81 (m, 2H), 7.18-7.10 (m, 1H), 7.06-6.99 (m, 1H), 6.16 (s, 2H), 3.78 (s, 3H), 3.70-3.56 (m, 2H), 3.44 (t, J=14.0 Hz, 2H), 3.35 (t, J=5.5 Hz, 2H), 3.11-3.05 (m, 2H), 1.95... As a reaction SMILES: Br[C:2]1[S:3][C:4]([NH:32]C(OC(C)(C)C)=O)=[C:5]([C:7]([NH:9][C:10]2[CH:11]=[N:12][N:13]([CH3:31])[C:14]=2[N:15]2[CH2:21][C:20]([F:23])([F:22])[CH2:19][N:18](C(OC(C)(C)C)=O)[CH2:17][CH2:16]2)=[O:8])[N:6]=1.[F:40][C:41]1[CH:46]=[CH:45][C:44]([F:47])=[CH:43][C:42]=1B(O)O>>[NH2:32][C:4]1[S:3][C:2]([C:45]2[CH:46]=[C:41]([F:40])[CH:42]=[CH:43][C:44]=2[F:47])=[N:6][C:5]=1[C:7]([NH:9][C:10]1[CH:11]=[N:12][N:13]([CH3:31])[C:14]=1[N:15]1[CH2:21][C:20]([F:23])([F:22])[CH2:19][NH:18][CH2:17][CH2:16]1)=[O:8]. The reactants are BrC=1SC(=C(N1)C(=O)NC=1C=NN(C1N1CCN(CC(C1)(F)F)C(=O)OC(C)(C)C)C)NC(=O)OC(C)(C)C (tert-butyl 4-(4-(2-bromo-5-(tert-butoxycarbonylamino)thiazole-4-carboxamido)-1-methyl-1H-pyrazol-5-yl)-6,6-difluoro-1,4-diazepane-1-carboxylate), FC1=C(C=C(C=C1)F)B(O)O (2,5-difluorophenylboronic acid). Isolated yield 28.0%. The reactants are CO.N (ammonia methanol), ClC=1C2=C(N=CN1)N(C=C2I)C[C@H](C=C)NC(OC(C)(C)C)=O ((S)-tert-butyl (1-(4-chloro-5-iodo-7H-pyrrolo[2,3-d]pyrimidin-7-yl)but-3-en-2-yl)carbamate). Conditions: temperature 120 celsius, time 6 hour. Yields the product NC=1C2=C(N=CN1)N(C=C2I)C[C@H](C=C)NC(OC(C)(C)C)=O ((S)-tert-butyl (1-(4-amino-5-iodo-7H-pyrrolo[2,3-d]pyrimidin-7-yl)but-3-en-2-yl)carbamate). As a reaction SMILES: CO.[NH3:3].Cl[C:5]1[C:6]2[C:13]([I:14])=[CH:12][N:11]([CH2:15][C@@H:16]([NH:19][C:20](=[O:26])[O:21][C:22]([CH3:25])([CH3:24])[CH3:23])[CH:17]=[CH2:18])[C:7]=2[N:8]=[CH:9][N:10]=1>>[NH2:3][C:5]1[C:6]2[C:13]([I:14])=[CH:12][N:11]([CH2:15][C@@H:16]([NH:19][C:20](=[O:26])[O:21][C:22]([CH3:25])([CH3:24])[CH3:23])[CH:17]=[CH2:18])[C:7]=2[N:8]=[CH:9][N:10]=1 |f:0.1|. Reported procedure: An 8 N ammonia methanol solution (89.4 ml) was added to the (S)-tert-butyl (1-(4-chloro-5-iodo-7H-pyrrolo[2,3-d]pyrimidin-7-yl)but-3-en-2-yl)carbamate (20.84 g) obtained in Step 1, and the mixture was stirred in an autoclave at 120° C. for 6 hours. The reaction mixture was cooled with ice, and the solvent was distilled off under reduced pressure. After the resulting residue was diluted with a small amount of methanol, the resulting precipitate was collected by filtration, washed with cold methan... The reactants are [OH-].[Na+] (NaOH), COC1=CC=CC=2C=C(OC21)C2=CC=NC=C2 (4-(7-methoxy-2-benzofuranyl)pyridine), C(=O)([O-])[O-].[Na+].[Na+] (Na2CO3). Solvent: Br (HBr). Yields the product OC1=CC=CC=2C=C(OC21)C2=CC=NC=C2 (4-(7-hydroxy-2-benzofuranyl)pyridine). RXN SMILES: C[O:2][C:3]1[C:11]2[O:10][C:9]([C:12]3[CH:17]=[CH:16][N:15]=[CH:14][CH:13]=3)=[CH:8][C:7]=2[CH:6]=[CH:5][CH:4]=1.[OH-].[Na+].C([O-])([O-])=O.[Na+].[Na+]>Br>[OH:2][C:3]1[C:11]2[O:10][C:9]([C:12]3[CH:17]=[CH:16][N:15]=[CH:14][CH:13]=3)=[CH:8][C:7]=2[CH:6]=[CH:5][CH:4]=1 |f:1.2,3.4.5|. Reported procedure: A mixutre of 4-(7-methoxy-2-benzofuranyl)pyridine (5.0 g) and 48% HBr (50 ml) was stirred at 120° C. for 1 hour. The mixture was cooled to room temperature, neutralized with 10% NaOH and 5% Na2CO3 and extracted with ethyl acetate. The organic extract was washed with brine and concentrated to give 4-(7-hydroxy-2-benzofuranyl)pyridine. Reactants: Cl.CNC (Dimethylamine hydrochloride), CC(C)(C)OC(=O)NC(CC1=CSC=N1)C(=O)O (Boc-L-3-(4-thiazolyl)alanine). Yields the product C(C)(C)(C)OC(N[C@@H](CC=1N=CSC1)C(N(C)C)=O)=O ((S)-(1-Dimethylcarbamoyl-2-thiazol-4-yl-ethyl)-carbamic acid tert-butyl ester). As a reaction SMILES: Cl.[CH3:2][NH:3][CH3:4].[CH3:5][C:6]([O:9][C:10]([NH:12][CH:13]([C:20]([OH:22])=O)[CH2:14][C:15]1[N:19]=[CH:18][S:17][CH:16]=1)=[O:11])([CH3:8])[CH3:7]>>[C:6]([O:9][C:10](=[O:11])[NH:12][C@H:13]([C:20](=[O:22])[N:3]([CH3:4])[CH3:2])[CH2:14][C:15]1[N:19]=[CH:18][S:17][CH:16]=1)([CH3:5])([CH3:7])[CH3:8] |f:0.1|. Procedure: Dimethylamine hydrochloride (1.2 mmol) and Boc-L-3-(4-thiazolyl)alanine (1.0 mmol) were coupled according to Procedure A (0-25° C. reaction temperature) and the product purified by chromatography on silica gel eluted with 1-16% ethanol In dichloromethane containing 0.5% ammonium hydroxide. Yield 124 mg, 41%. Reactants: C=CC1=CC(=C(C=C1)O)C=C (styrenated phenol), CCCCCCCCCCCCOC(=O)CCSCCC(=O)OCCCCCCCCCCCC (dilaurylthiodipropionate), P(OC1=CC=CC=C1)(OC1=CC=CC=C1)OC1=CC=CC=C1 (triphenyl phosphite), S(O)(O)(=O)=O (sulfuric acid), O (water). Conditions: temperature 85 celsius. Product: [O-]O.C1(=CC=CC=C1)C(C)C (Cumene hydroperoxide). Reaction SMILES: C=C[C:3]1[CH:8]=[CH:7][C:6]([OH:9])=[C:5]([CH:10]=[CH2:11])[CH:4]=1.[CH3:12]CCCCCCCCCCCOC(CCSCCC(OCCCCCCCCCCCC)=O)=O.P(OC1C=CC=CC=1)(OC1C=CC=CC=1)OC1C=CC=CC=1.S(=O)(=O)(O)O.[OH2:74]>>[O-:74][OH:9].[C:5]1([CH:10]([CH3:11])[CH3:12])[CH:4]=[CH:3][CH:8]=[CH:7][CH:6]=1 |f:5.6|. Procedure details: Then, 58 g of styrenated phenol, 44 g of dilaurylthiodipropionate, and 58 g of triphenyl phosphite were added to the obtained polymer latex. The mixture was coagulated at 50° C. with an aqueous 0.25% sulfuric acid so that the latex/water ratio was 1/2, and the mixture was maintained at 85° C. for 5 minutes. Starting materials: OBO, Fc1cc(Br)c2[nH]ccc2c1OCc1ccccc1, CC(=O)[O-], CC(=O)[O-], CCOC(C)=O, ClCCl, [Cu+2], OB(O)c1ccc(OCc2ccccc2)c(F)c1, c1ccncc1. The product is Fc1cc(-n2ccc3c(OCc4ccccc4)c(F)cc(Br)c32)ccc1OCc1ccccc1. RXN SMILES: [BH:44]([OH:45])[OH:46].[Br:1][c:2]1[cH:3][c:4]([F:19])[c:5]([O:11][CH2:12][c:13]2[cH:14][cH:15][cH:16][cH:17][cH:18]2)[c:6]2[cH:7][cH:8][nH:9][c:10]12.[C:56]([O-:57])(=[O:58])[CH3:59].[C:61]([O-:62])(=[O:63])[CH3:64].[CH3:50][CH2:51][O:52][C:53](=[O:54])[CH3:55].[Cl:47][CH2:48][Cl:49].[Cu+2:60].[F:20][c:21]1[cH:22][c:23]([B:35]([OH:36])[OH:37])[cH:24][cH:25][c:26]1[O:27][CH2:28][c:29]1[cH:30][cH:31][cH:32][cH:33][cH:34]1.[cH:38]1[cH:39][cH:40][n:41][cH:42][cH:43]1>>[Br:1][c:2]1[cH:3][c:4]([F:19])[c:5]([O:11][CH2:12][c:13]2[cH:14][cH:15][cH:16][cH:17][cH:18]2)[c:6]2[cH:7][cH:8][n:9](-[c:23]3[cH:22][c:21]([F:20])[c:26]([O:27][CH2:28][c:29]4[cH:30][cH:31][cH:32][cH:33][cH:34]4)[cH:25][cH:24]3)[c:10]12.